This data is from the Open Reaction Database (ORD), a public repository of structured organic reaction records. The task is: describe an organic reaction: reactants, conditions, products, and yield Reported procedure: 2-(3-Chloro-2′-methylsulfanyl-biphenyl-4-ylcarbamoyl)-pyrrolidine-1-carboxylic acid tert-butyl ester (1 g, 2 mmol) was dissolved in 20 mL EtOAc, added m-chloroperoxybenzoic acid (2.6 g, 8.9 mmol) in one portion and stirred at ambient temperature for 3 hours. A 10% aqueous solution (30 mL) of Na2S2O3 was added to the vigorously stirring reaction in order to quench peroxide. After 20 minutes the solution was diluted with 100 mL EtOAc, separated layers, washed organics with sat. NaHCO3 (3×100 mL), ... Run at time 3 hour. Starting materials: C(C)(C)(C)OC(=O)N1C(CCC1)C(NC1=C(C=C(C=C1)C1=C(C=CC=C1)SC)Cl)=O (2-(3-Chloro-2′-methylsulfanyl-biphenyl-4-ylcarbamoyl)-pyrrolidine-1-carboxylic acid tert-butyl ester), aqueous solution, [O-]S(=O)(=S)[O-].[Na+].[Na+] (Na2S2O3), ClC=1C=C(C(=O)OO)C=CC1 (m-chloroperoxybenzoic acid). As a reaction SMILES: [C:1]([O:5][C:6]([N:8]1[CH2:12][CH2:11][CH2:10][CH:9]1[C:13](=[O:30])[NH:14][C:15]1[CH:20]=[CH:19][C:18]([C:21]2[CH:26]=[CH:25][CH:24]=[CH:23][C:22]=2SC)=[CH:17][C:16]=1[Cl:29])=[O:7])([CH3:4])([CH3:3])[CH3:2].Cl[C:32]1C=C(C=CC=1)C(OO)=O.[O-:42][S:43]([O-:46])(=S)=O.[Na+].[Na+]>CCOC(C)=O>[C:1]([O:5][C:6]([N:8]1[CH2:12][CH2:11][CH2:10][CH:9]1[C:13](=[O:30])[NH:14][C:15]1[CH:20]=[CH:19][C:18]([C:21]2[CH:22]=[CH:23][CH:24]=[CH:25][C:26]=2[S:43]([CH3:32])(=[O:46])=[O:42])=[CH:17][C:16]=1[Cl:29])=[O:7])([CH3:3])([CH3:2])[CH3:4] |f:2.3.4|. Product: C(C)(C)(C)OC(=O)N1C(CCC1)C(NC1=C(C=C(C=C1)C1=C(C=CC=C1)S(=O)(=O)C)Cl)=O (2-(3-Chloro-2′-methanesulfonyl-biphenyl-4-ylcarbamoyl)-pyrrolidine-1-carboxylic acid tert-butyl ester). The solvent is CCOC(=O)C (EtOAc).